Dataset: the Open Reaction Database (ORD), a public repository of structured organic reaction records. Task: describe an organic reaction: reactants, conditions, products, and yield The reactants are O[C@H](C)[C@@H]1[C@@H]2N([C@H](C([C@@H]2C)=O)C(=O)OCC2=CC=C(C=C2)[N+](=O)[O-])C1=O (4-nitrobenzyl (1R,3R,5R,6S)-6-((1R)-1-hydroxyethyl)-1-methyl-2-oxo-1-carbapenam-3-carboxylate), N(=[N+]=[N-])[C@H]1C[C@H](N(C1)C(=O)OCC1=CC=C(C=C1)[N+](=O)[O-])C(=O)C=1N=CN2C1SC(=C2)[Sn](CCCC)(CCCC)CCCC (7-[(2S,4S)-4-azido-1-(4-nitrobenzyloxycarbonyl)pyrrolidin-2-yl]carbonyl-2-(tri-n-butylstannyl)imidazo[5,1-b]thiazole). Product: crude compound, N(=[N+]=[N-])[C@H]1C[C@H](N(C1)C(=O)OCC1=CC=C(C=C1)[N+](=O)[O-])C(=O)C=1N=CN2C1SC(=C2)C=2[C@@H]([C@H]1N(C2C(=O)OCC2=CC=C(C=C2)[N+](=O)[O-])C([C@@H]1[C@@H](C)O)=O)C (4-nitrobenzyl (1S,5R,6S)-2-[7-[(2S,4S)-4-azido-1-(4-nitrobenzyloxycarbonyl)pyrrolidin-2-yl]carbonylimidazo[5,1-b]thiazol-2-yl]-6-((1R)-1-hydroxyethyl)-1-methyl-1-carbapen-2-em-3-carboxylate). Reaction SMILES: [OH:1][C@@H:2]([C@H:4]1[C:25](=[O:26])[N:6]2[C@@H:7]([C:12]([O:14][CH2:15][C:16]3[CH:21]=[CH:20][C:19]([N+:22]([O-:24])=[O:23])=[CH:18][CH:17]=3)=[O:13])[C:8](=O)[C@H:9]([CH3:10])[C@H:5]12)[CH3:3].[N:27]([C@@H:30]1[CH2:34][N:33]([C:35]([O:37][CH2:38][C:39]2[CH:44]=[CH:43][C:42]([N+:45]([O-:47])=[O:46])=[CH:41][CH:40]=2)=[O:36])[C@H:32]([C:48]([C:50]2[N:51]=[CH:52][N:53]3[CH:57]=[C:56]([Sn](CCCC)(CCCC)CCCC)[S:55][C:54]=23)=[O:49])[CH2:31]1)=[N+:28]=[N-:29]>>[N:27]([C@@H:30]1[CH2:34][N:33]([C:35]([O:37][CH2:38][C:39]2[CH:44]=[CH:43][C:42]([N+:45]([O-:47])=[O:46])=[CH:41][CH:40]=2)=[O:36])[C@H:32]([C:48]([C:50]2[N:51]=[CH:52][N:53]3[CH:57]=[C:56]([C:8]4[C@H:9]([CH3:10])[C@@H:5]5[C@@H:4]([C@H:2]([OH:1])[CH3:3])[C:25](=[O:26])[N:6]5[C:7]=4[C:12]([O:14][CH2:15][C:16]4[CH:17]=[CH:18][C:19]([N+:22]([O-:24])=[O:23])=[CH:20][CH:21]=4)=[O:13])[S:55][C:54]=23)=[O:49])[CH2:31]1)=[N+:28]=[N-:29]. Procedure details: A crude compound (261 mg) of 4-nitrobenzyl (1S,5R,6S)-2-[7-[(2S,4S)-4-azido-1-(4-nitrobenzyloxycarbonyl)pyrrolidin-2-yl]carbonylimidazo[5,1-b]thiazol-2-yl]-6-((1R)-1-hydroxyethyl)-1-methyl-1-carbapen-2-em-3-carboxylate was prepared in the same manner as in Example, except that 157 mg of 4-nitrobenzyl (1R,3R,5R,6S)-6-((1R)-1-hydroxyethyl)-1-methyl-2-oxo-1-carbapenam-3-carboxylate and 321 mg of 7-[(2S,4S)-4-azido-1-(4-nitrobenzyloxycarbonyl)pyrrolidin-2-yl]carbonyl-2-(tri-n-butylstannyl)imidazo[5,... Conditions: time 3 hour. Starting materials: C=1C=CC2=C(C1)N=NN2O (HOBT), C(C)(C)N(CC)C(C)C (IPEA), ClCCOC(C(=O)O)C=1C=NC(=CC1)Cl ((2-chloroethoxy)-(6-chloropyridin-3-yl)acetic acid), C(NN)(=O)OC(C)(C)C (tert-butyl carbazate). RXN SMILES: C1C=CC2N(O)N=NC=2C=1.C(N(C(C)C)CC)(C)C.[Cl:20][CH2:21][CH2:22][O:23][CH:24]([C:28]1[CH:29]=[N:30][C:31]([Cl:34])=[CH:32][CH:33]=1)[C:25]([OH:27])=O.[C:35]([O:39][C:40]([CH3:43])([CH3:42])[CH3:41])(=[O:38])[NH:36][NH2:37]>CN(C=O)C.O.C(OCC)(=O)C.C(Cl)CCl>[Cl:20][CH2:21][CH2:22][O:23][CH:24]([C:28]1[CH:29]=[N:30][C:31]([Cl:34])=[CH:32][CH:33]=1)[C:25]([NH:37][NH:36][C:35]([O:39][C:40]([CH3:43])([CH3:42])[CH3:41])=[O:38])=[O:27]. Product: ClCCOC(C(=O)NNC(=O)OC(C)(C)C)C=1C=NC(=CC1)Cl (tert-butyl N′-[2-(2-chloroethoxy)-2-(6-chloropyridin-3-yl)acetyl]hydrazinecarboxylate). Reported procedure: HOBT (681 mg), IPEA (1.98 mL) and EDC (966 mg) were sequentially added to a solution of (2-chloroethoxy)-(6-chloropyridin-3-yl)acetic acid (630 mg) and tert-butyl carbazate (400 mg) in DMF (15 mL), and the reaction solution was stirred at room temperature for three hours. Ethyl acetate and water were added to the reaction solution, and the organic layer was separated. The resulting organic layer was washed with brine, dried over anhydrous sodium sulfate and then concentrated under reduced pressu... Isolated yield 72.6%. The solvent is O (water), C(C)(=O)OCC (Ethyl acetate), CN(C)C=O (DMF), C(CCl)Cl (EDC). Reactants: S1C(=NC2=C1C=CC=C2)C2=C(N=C(NC2=O)C2CCNCC2)N[C@H]2CN(CCC2)C(=O)OC(C)(C)C (tert-butyl (3R)-3-[[5-(1,3-benzothiazol-2-yl)-6-oxo-2-(piperidin-4-yl)-1,6-dihydropyrimidin-4-yl]amino]piperidine-1-carboxylate), C=O (formaldehyde), C(C)(=O)O[BH-](OC(C)=O)OC(C)=O.[Na+] (sodium triacetoxyborohydride). The solvent is ClCCl (dichloromethane). Run at time 2 hour. Product: S1C(=NC2=C1C=CC=C2)C2=C(N=C(NC2=O)C2CCN(CC2)C)N[C@H]2CN(CCC2)C(=O)OC(C)(C)C (tert-butyl (3R)-3-[[5-(1,3-benzothiazol-2-yl)-2-(1-methylpiperidin-4-yl)-6-oxo-1,6-dihydropyrimidin-4-yl]amino]piperidine-1-carboxylate). Yield: 95.3%. RXN SMILES: [S:1]1[C:5]2[CH:6]=[CH:7][CH:8]=[CH:9][C:4]=2[N:3]=[C:2]1[C:10]1[C:15](=[O:16])[NH:14][C:13]([CH:17]2[CH2:22][CH2:21][NH:20][CH2:19][CH2:18]2)=[N:12][C:11]=1[NH:23][C@@H:24]1[CH2:29][CH2:28][CH2:27][N:26]([C:30]([O:32][C:33]([CH3:36])([CH3:35])[CH3:34])=[O:31])[CH2:25]1.C=O.[C:39](O[BH-](OC(=O)C)OC(=O)C)(=O)C.[Na+]>ClCCl>[S:1]1[C:5]2[CH:6]=[CH:7][CH:8]=[CH:9][C:4]=2[N:3]=[C:2]1[C:10]1[C:15](=[O:16])[NH:14][C:13]([CH:17]2[CH2:18][CH2:19][N:20]([CH3:39])[CH2:21][CH2:22]2)=[N:12][C:11]=1[NH:23][C@@H:24]1[CH2:29][CH2:28][CH2:27][N:26]([C:30]([O:32][C:33]([CH3:36])([CH3:35])[CH3:34])=[O:31])[CH2:25]1 |f:2.3|. Procedure details: Into a solution of tert-butyl (3R)-3-[[5-(1,3-benzothiazol-2-yl)-6-oxo-2-(piperidin-4-yl)-1,6-dihydropyrimidin-4-yl]amino]piperidine-1-carboxylate (100 mg, 0.20 mmol, 1.00 equiv) and formaldehyde (30% in water, 22 mg, 0.73 mmol, 3.74 equiv) in dichloromethane (5 ml) was added sodium triacetoxyborohydride (62.3 mg, 0.29 mmol, 1.50 equiv). The resulting solution was stirred for 2 h at room temperature, quenched with water (5 mL), and extracted with ethyl acetate (2×5 mL). The combined organic phas... Product: CC(C)(C)OC(=O)N1CC(c2ccc3c(cnn3S(=O)(=O)c3ccc(F)c(-c4cocn4)c3)c2)C1. Starting materials: O=S(=O)(Cl)c1ccc(F)c(-c2cocn2)c1, CC(C)(C)OC(=O)N1CC(c2ccc3[nH]ncc3c2)C1. RXN SMILES: [F:21][c:22]1[c:23](-[c:32]2[n:33][cH:34][o:35][cH:36]2)[cH:24][c:25]([S:28](=[O:29])(=[O:30])[Cl:31])[cH:26][cH:27]1.[nH:1]1[n:2][cH:3][c:4]2[cH:5][c:6]([CH:10]3[CH2:11][N:12]([C:14](=[O:15])[O:16][C:17]([CH3:18])([CH3:19])[CH3:20])[CH2:13]3)[cH:7][cH:8][c:9]12>>[n:1]1([S:28]([c:25]2[cH:24][c:23](-[c:32]3[n:33][cH:34][o:35][cH:36]3)[c:22]([F:21])[cH:27][cH:26]2)(=[O:29])=[O:30])[n:2][cH:3][c:4]2[cH:5][c:6]([CH:10]3[CH2:11][N:12]([C:14](=[O:15])[O:16][C:17]([CH3:18])([CH3:19])[CH3:20])[CH2:13]3)[cH:7][cH:8][c:9]12. Starting materials: FC=1C(=CNC1C=1C(=NC=CC1)F)CN(C(OC(C)(C)C)=O)C (tert-butyl {[4-fluoro-5-(2-fluoropyridin-3-yl)-1H-pyrrol-3-yl]methyl}methylcarbamate), [H-].[Na+] (sodium hydride), N1(CCCC1)S(=O)(=O)Cl (pyrrolidine-1-sulfonyl chloride), C1COCCOCCOCCOCCO1 (15-Crown-5). Run in O1CCCC1 (tetrahydrofuran), C(O)([O-])=O.[Na+] (sodium hydrogen carbonate). Reaction conditions: time 15 minute. Product: FC=1C(=CN(C1C=1C(=NC=CC1)F)S(=O)(=O)N1CCCC1)CN(C(OC(C)(C)C)=O)C (tert-butyl {[4-fluoro-5-(2-fluoropyridin-3-yl)-1-(pyrrolidin-1-ylsulfonyl)-1H-pyrrol-3-yl]methyl}methylcarbamate). Isolated yield 92.1%. Reaction SMILES: [F:1][C:2]1[C:3]([CH2:14][N:15]([CH3:23])[C:16](=[O:22])[O:17][C:18]([CH3:21])([CH3:20])[CH3:19])=[CH:4][NH:5][C:6]=1[C:7]1[C:8]([F:13])=[N:9][CH:10]=[CH:11][CH:12]=1.[H-].[Na+].C1OCCOCCOCCOCCOC1.[N:41]1([S:46](Cl)(=[O:48])=[O:47])[CH2:45][CH2:44][CH2:43][CH2:42]1>O1CCCC1.C(=O)([O-])O.[Na+]>[F:1][C:2]1[C:3]([CH2:14][N:15]([CH3:23])[C:16](=[O:22])[O:17][C:18]([CH3:19])([CH3:20])[CH3:21])=[CH:4][N:5]([S:46]([N:41]2[CH2:45][CH2:44][CH2:43][CH2:42]2)(=[O:48])=[O:47])[C:6]=1[C:7]1[C:8]([F:13])=[N:9][CH:10]=[CH:11][CH:12]=1 |f:1.2,6.7|. Procedure details: To a solution of tert-butyl {[4-fluoro-5-(2-fluoropyridin-3-yl)-1H-pyrrol-3-yl]methyl}methylcarbamate (200 mg) in tetrahydrofuran (20 mL) was added sodium hydride (60% in oil, 75 mg) at room temperature, and the mixture was stirred for 15 min. 15-Crown-5 (410 mg) was added, pyrrolidine-1-sulfonyl chloride (210 mg) was added and the mixture was further stirred for 6 hr. The reaction mixture was diluted with saturated aqueous sodium hydrogen carbonate solution, and extracted with ethyl acetate. Th... The reactants are C(C)(=O)N1CC2=C(CCC1)C=C(S2)C(CCCCl)=O (7-acetyl-2-(4-chlorobutyryl)-5,6,7,8-tetrahydro-4H-thieno[2,3-c]azepine), Cl.FC1=CC2=C(C(=NO2)C2CCNCC2)C=C1 (4-(6-fluoro-1,2-benzisoxazol- 3-yl)piperidine hydrochloride), C([O-])([O-])=O.[K+].[K+] (potassium carbonate), [I-].[K+] (potassium iodide), CN(C=O)C (dimethylformamide). The solvent is C1(=CC=CC=C1)C (toluene). Conditions: temperature 70 celsius, time 20 hour. Product: C(C)(=O)C1=C(SC=2CNCCCC21)C(CCCN2CCC(CC2)C2=NOC1=C2C=CC(=C1)F)=O (acetyl-2-(4-(4-(6-fluoro-l,2-benzisoxazol-3-yl)piperidin-1-yl)butyryl)-5,6,7,8-tetrahydro-4H-thieno[2,3-c]azepine). Reaction SMILES: C([N:4]1[CH2:10][CH2:9][CH2:8][C:7]2[CH:11]=[C:12]([C:14](=[O:19])[CH2:15][CH2:16][CH2:17]Cl)[S:13][C:6]=2[CH2:5]1)(=O)C.Cl.[F:21][C:22]1[CH:36]=[CH:35][C:25]2[C:26]([CH:29]3[CH2:34][CH2:33][NH:32][CH2:31][CH2:30]3)=[N:27][O:28][C:24]=2[CH:23]=1.[C:37](=[O:40])([O-])[O-].[K+].[K+].[I-].[K+].[CH3:45]N(C)C=O>C1(C)C=CC=CC=1>[C:37]([C:11]1[C:7]2[CH2:8][CH2:9][CH2:10][NH:4][CH2:5][C:6]=2[S:13][C:12]=1[C:14](=[O:19])[CH2:15][CH2:16][CH2:17][N:32]1[CH2:31][CH2:30][CH:29]([C:26]2[C:25]3[CH:35]=[CH:36][C:22]([F:21])=[CH:23][C:24]=3[O:28][N:27]=2)[CH2:34][CH2:33]1)(=[O:40])[CH3:45] |f:1.2,3.4.5,6.7|. Reported procedure: A mixture of 2.8 g of 7-acetyl-2-(4-chlorobutyryl)-5,6,7,8-tetrahydro-4H-thieno[2,3-c]azepine, 2.6 g of 4-(6-fluoro-1,2-benzisoxazol- 3-yl)piperidine hydrochloride, 3.9 g of potassium carbonate and 1.55 g of potassium iodide in 30 ml of dimethylformamide and 30 ml of toluene was stirred at 70° C. for 20 hours and concentrated in vacuo. To the residue were added ethyl acetate and water, and separated. The ethyl acetate layer was washed with water, dried over magnesium sulfate and concentrated in ...